This data is from the Open Reaction Database (ORD), a public repository of structured organic reaction records. The task is: describe an organic reaction: reactants, conditions, products, and yield The product is C(#N)C1=C(C(=C(C(=O)O)C(=C1Cl)Cl)Cl)Cl (4-cyano-2,3,5,6-tetrachlorobenzoic acid). Isolated yield 92.0%. Reaction conditions: temperature 15 celsius. Solvent: O (water). As a reaction SMILES: [C:1]([C:3]1[C:11]([Cl:12])=[C:10]([Cl:13])[C:6]([C:7](N)=[O:8])=[C:5]([Cl:14])[C:4]=1[Cl:15])#[N:2].Cl[O-].[Na+].S(=O)(=O)(O)[OH:20]>O>[C:1]([C:3]1[C:11]([Cl:12])=[C:10]([Cl:13])[C:6]([C:7]([OH:20])=[O:8])=[C:5]([Cl:14])[C:4]=1[Cl:15])#[N:2] |f:1.2|. The reactants are Cl[O-].[Na+] (sodium hypochlorite), aqueous solution, S(O)(O)(=O)=O (sulfuric acid), C(#N)C1=C(C(=C(C(=O)N)C(=C1Cl)Cl)Cl)Cl (4-Cyano-2,3,5,6-tetrachlorobenzamide). Procedure details: 4-Cyano-2,3,5,6-tetrachlorobenzamide (284 g) which had been synthesized separately and water (2556 g) were placed in a four-neck flask, and the mixture was cooled to 15° C. with stirring. Subsequently, an aqueous solution (2360 g) of sodium hypochlorite (effective chlorine 12%) was added to the reaction mixture over six hours while a 50% aqueous solution of sulfuric acid was added so as to maintain the pH of the mixture at 5-6. Liquid chromatographic analysis revealed that the reaction mixture c... Reactants: N#N (N2), C(C)(C)(C)P(C(C)(C)C)C(C)(C)C (tri-tert-butylphosphine), C1(=CC=CC=C1)C (toluene), C(C)(C)(C)P(C(C)(C)C)C(C)(C)C (tri-tert-butylphosphine), BrC=1C=C(C(=NC1)C(=O)OC(C)(C)C)C (tert-butyl 5-bromo-3-methylpicolinate), CN(C)C=O (DMF). The reagents and catalysts are [C-]#N.[Zn+2].[C-]#N (zinc cyanide), [Zn] (zinc). Run at temperature 80 celsius. The product is C(#N)C=1C=C(C(=NC1)C(=O)OC(C)(C)C)C (tert-butyl 5-cyano-3-methylpicolinate). The yield is 62.1%. As a reaction SMILES: Br[C:2]1[CH:3]=[C:4]([CH3:15])[C:5]([C:8]([O:10][C:11]([CH3:14])([CH3:13])[CH3:12])=[O:9])=[N:6][CH:7]=1.N#N.C(P(C(C)(C)C)C(C)(C)C)(C)(C)C.C1(C)C=CC=CC=1.[CH3:38][N:39](C=O)C>[C-]#N.[Zn+2].[C-]#N.[Zn]>[C:38]([C:2]1[CH:3]=[C:4]([CH3:15])[C:5]([C:8]([O:10][C:11]([CH3:14])([CH3:13])[CH3:12])=[O:9])=[N:6][CH:7]=1)#[N:39] |f:5.6.7|. Procedure: A mixture of tert-butyl 5-bromo-3-methylpicolinate (7.47 g, 27.4 mmol), zinc cyanide (2.26 g, 19.21 mmol) and zinc dust (0.179 g, 2.74 mmol) was suspended in DMF (55 ml). The suspension was purged with N2 and finally tri-tert-butylphosphine, 1.0M in toluene (2.196 ml, 2.196 mmol) was added under N2 gas. The reaction mixture was heated to 80° C. for 2.5 h. Then 0.8 g of tri-tert-butylphosphine was added to reaction mixture and it was heated to 80° C. for another 5.5 h. The mixture was then cooled...